The task is: describe an organic reaction: reactants, conditions, products, and yield. This data is from the Open Reaction Database (ORD), a public repository of structured organic reaction records. Starting materials: CS(C)=O, Clc1ccc2nc(Cl)ccc2c1, Cl, [Na+], [OH-], O, CC(Oc1ccc(O)cc1)C(=O)O. Yields the product CC(Oc1ccc(Oc2ccc3cc(Cl)ccc3n2)cc1)C(=O)O. Reaction SMILES: [CH3:29][S:30]([CH3:31])=[O:32].[Cl:16][c:17]1[n:18][c:19]2[cH:20][cH:21][c:22]([Cl:27])[cH:23][c:24]2[cH:25][cH:26]1.[ClH:28].[Na+:15].[OH-:14].[OH2:33].[OH:1][c:2]1[cH:3][cH:4][c:5]([O:6][CH:7]([C:8](=[O:9])[OH:10])[CH3:11])[cH:12][cH:13]1>>[O:1]([c:2]1[cH:3][cH:4][c:5]([O:6][CH:7]([C:8](=[O:9])[OH:10])[CH3:11])[cH:12][cH:13]1)[c:17]1[n:18][c:19]2[cH:20][cH:21][c:22]([Cl:27])[cH:23][c:24]2[cH:25][cH:26]1.